This data is from the Open Reaction Database (ORD), a public repository of structured organic reaction records. The task is: describe an organic reaction: reactants, conditions, products, and yield Starting materials: O=C(Cl)OCc1ccccc1, C1CCOC1, Cn1cnc(-c2cccc(N)c2)c1-c1cc2c(N)ncnc2s1, c1ccncc1. Yields the product Cn1cnc(-c2cccc(NC(=O)OCc3ccccc3)c2)c1-c1cc2c(N)ncnc2s1. As a reaction SMILES: [CH2:1]([c:2]1[cH:3][cH:4][cH:5][cH:6][cH:7]1)[O:8][C:9](=[O:10])[Cl:11].[CH2:41]1[O:42][CH2:43][CH2:44][CH2:45]1.[NH2:12][c:13]1[cH:14][c:15](-[c:19]2[n:20][cH:21][n:22]([CH3:34])[c:23]2-[c:24]2[cH:25][c:26]3[c:27]([n:28][cH:29][n:30][c:31]3[NH2:32])[s:33]2)[cH:16][cH:17][cH:18]1.[cH:35]1[cH:36][cH:37][n:38][cH:39][cH:40]1>>[CH2:1]([c:2]1[cH:3][cH:4][cH:5][cH:6][cH:7]1)[O:8][C:9](=[O:10])[NH:12][c:13]1[cH:14][c:15](-[c:19]2[n:20][cH:21][n:22]([CH3:34])[c:23]2-[c:24]2[cH:25][c:26]3[c:27]([n:28][cH:29][n:30][c:31]3[NH2:32])[s:33]2)[cH:16][cH:17][cH:18]1. Starting materials: ClC=1N=C(C2=C(N1)C(=C(S2)C=2C=C(C=CC2)CNC([C@H](C)O)=O)C)N2CCOCC2 ((2S)-N-(3-(2-chloro-7-methyl-4-morpholinothieno[3,2-d]pyrimidin-6-yl)phenyl)methyl-2-hydroxypropanamide), N1C=CC2=CC(=CN=C12)B1OC(C)(C)C(C)(C)O1 (7-azaindole-5-boronic acid pinacol ester). Yields the product O[C@H](C(=O)NCC1=CC(=CC=C1)C1=C(C=2N=C(N=C(C2S1)N1CCOCC1)C=1C=C2C(=NC1)NC=C2)C)C ((2S)-2-hydroxy-N-((3-(7-methyl-4-morpholino-2-(1H-pyrrolo[2,3-b]pyridin-5-yl)thieno[3,2-d]pyrimidin-6-yl)phenyl)methyl)propanamide). As a reaction SMILES: Cl[C:2]1[N:3]=[C:4]([N:25]2[CH2:30][CH2:29][O:28][CH2:27][CH2:26]2)[C:5]2[S:10][C:9]([C:11]3[CH:12]=[C:13]([CH2:17][NH:18][C:19](=[O:23])[C@@H:20]([OH:22])[CH3:21])[CH:14]=[CH:15][CH:16]=3)=[C:8]([CH3:24])[C:6]=2[N:7]=1.[NH:31]1[C:39]2[C:34](=[CH:35][C:36](B3OC(C)(C)C(C)(C)O3)=[CH:37][N:38]=2)[CH:33]=[CH:32]1>>[OH:22][C@@H:20]([CH3:21])[C:19]([NH:18][CH2:17][C:13]1[CH:14]=[CH:15][CH:16]=[C:11]([C:9]2[S:10][C:5]3[C:4]([N:25]4[CH2:30][CH2:29][O:28][CH2:27][CH2:26]4)=[N:3][C:2]([C:36]4[CH:35]=[C:34]5[CH:33]=[CH:32][NH:31][C:39]5=[N:38][CH:37]=4)=[N:7][C:6]=3[C:8]=2[CH3:24])[CH:12]=1)=[O:23]. Procedure details: Crude (2S)-N-(3-(2-chloro-7-methyl-4-morpholinothieno[3,2-d]pyrimidin-6-yl)phenyl)methyl-2-hydroxypropanamide (65 mg) was coupled to 7-azaindole-5-boronic acid pinacol ester via General Procedure A. The product was purified by reverse phase HPLC to yield 48.4 mg of 421. MS (Q1) 529.2 (M)+ Reactants: C=CCCC(=O)N1C(=O)OCC1Cc1ccccc1, C1CCOC1, C[Si](C)(C)[N-][Si](C)(C)C, Cc1cc(CBr)cc(C)c1F, [Li+]. Yields the product C=CCC(Cc1cc(C)c(F)c(C)c1)C(=O)N1C(=O)OCC1Cc1ccccc1. Reaction SMILES: [CH2:1]([c:2]1[cH:3][cH:4][cH:5][cH:6][cH:7]1)[CH:8]1[N:9]([C:14]([CH2:15][CH2:16][CH:17]=[CH2:18])=[O:19])[C:10](=[O:13])[O:11][CH2:12]1.[CH2:41]1[O:42][CH2:43][CH2:44][CH2:45]1.[CH3:21][Si:22]([N-:23][Si:24]([CH3:25])([CH3:26])[CH3:27])([CH3:28])[CH3:29].[CH3:30][c:31]1[cH:32][c:33]([CH2:34][Br:35])[cH:36][c:37]([CH3:40])[c:38]1[F:39].[Li+:20]>>[CH2:1]([c:2]1[cH:3][cH:4][cH:5][cH:6][cH:7]1)[CH:8]1[N:9]([C:14]([CH:15]([CH2:16][CH:17]=[CH2:18])[CH2:34][c:33]2[cH:32][c:31]([CH3:30])[c:38]([F:39])[c:37]([CH3:40])[cH:36]2)=[O:19])[C:10](=[O:13])[O:11][CH2:12]1. The reactants are CCC1Oc2cc(C(=O)O)ccc2N(CC)C1=O, O=S(Cl)Cl. The product is CCC1Oc2cc(C(=O)Cl)ccc2N(CC)C1=O. RXN SMILES: [CH2:1]([CH3:2])[CH:3]1[O:4][c:5]2[c:6]([cH:12][cH:13][c:14]([C:16](=[O:17])[OH:18])[cH:15]2)[N:7]([CH2:10][CH3:11])[C:8]1=[O:9].[S:19]([Cl:20])([Cl:21])=[O:22]>>[CH2:1]([CH3:2])[CH:3]1[O:4][c:5]2[c:6]([cH:12][cH:13][c:14]([C:16](=[O:18])[Cl:21])[cH:15]2)[N:7]([CH2:10][CH3:11])[C:8]1=[O:9]. The reactants are Cl (HCl), N1(CCOCC1)CC1=CC=CC(=N1)NC(=O)NC=1N=C(SC1)C=1C=NC=CC1 (1-[6-(morpholin-4-ylmethyl)-pyridin-2-yl]-3-[(2-pyridin-3-yl)thiazol-4-yl]urea), CO (MeOH). The solvent is CCOCC (Et2O). Conditions: time 3 hour. Yields the product Cl.N1(CCOCC1)CC1=CC=CC(=N1)NC(=O)NC=1N=C(SC1)C=1C=NC=CC1 (1-[6-(Morpholin-4-ylmethyl)-pyridin-2-yl]-3-[(2-pyridin-3-yl)thiazol-4-yl]urea Hydrochloride). As a reaction SMILES: [ClH:1].[N:2]1([CH2:8][C:9]2[N:14]=[C:13]([NH:15][C:16]([NH:18][C:19]3[N:20]=[C:21]([C:24]4[CH:25]=[N:26][CH:27]=[CH:28][CH:29]=4)[S:22][CH:23]=3)=[O:17])[CH:12]=[CH:11][CH:10]=2)[CH2:7][CH2:6][O:5][CH2:4][CH2:3]1.CO>CCOCC>[ClH:1].[N:2]1([CH2:8][C:9]2[N:14]=[C:13]([NH:15][C:16]([NH:18][C:19]3[N:20]=[C:21]([C:24]4[CH:25]=[N:26][CH:27]=[CH:28][CH:29]=4)[S:22][CH:23]=3)=[O:17])[CH:12]=[CH:11][CH:10]=2)[CH2:3][CH2:4][O:5][CH2:6][CH2:7]1 |f:4.5|. Procedure: HCl (55 ′L, 0.05 mmol, 1.0 M in Et2O) was added to 1-[6-(morpholin-4-ylmethyl)-pyridin-2-yl]-3-[(2-pyridin-3-yl)thiazol-4-yl]urea (20 mg, 0.05 mmol, Example 180) in a solution of MeOH (1 mL) and the resulting mixture stirred 3 h. Concentration in vacuo gave a yellow solid.